From a dataset of the Open Reaction Database (ORD), a public repository of structured organic reaction records. describe an organic reaction: reactants, conditions, products, and yield Starting materials: N(C(=N)N)C=1SC=C(N1)CSCCC(OC)=N (methyl 3-[(2-guanidinothiazol-4-yl)methylthio]propionimidate), S(=O)(=O)(N)N (sulfamide). Solvent: CO (methanol), CO (methanol). The product is S(N)(=O)(=O)NC(CCSCC=1N=C(SC1)NC(=N)N)=N (N-sulfamoyl-3-[(2-guanidinothiazol-4-yl)methylthio]propionamidine). The yield is 64.6%. RXN SMILES: [NH:1]([C:5]1[S:6][CH:7]=[C:8]([CH2:10][S:11][CH2:12][CH2:13][C:14](=[NH:17])OC)[N:9]=1)[C:2]([NH2:4])=[NH:3].[S:18]([NH2:22])([NH2:21])(=[O:20])=[O:19]>CO>[S:18]([NH:22][C:14](=[NH:17])[CH2:13][CH2:12][S:11][CH2:10][C:8]1[N:9]=[C:5]([NH:1][C:2]([NH2:4])=[NH:3])[S:6][CH:7]=1)(=[O:20])(=[O:19])[NH2:21]. Procedure details: In 30 ml of methanol was dissolved 4.09 g of methyl 3-[(2-guanidinothiazol-4-yl)methylthio]propionimidate and then 15 ml of a methanol solution of 2.88 g of sulfamide was added to the solution under refluxing. After refluxing for about 3 hours, the solvent was distilled off under reduced pressure and the residue was purified by a silica gel column chromatography using a mixture of chloroform and methanol (20:1→10:1) as the developing solvent to provide 3,26 g of N-sulfamoyl-3-[(2-guanidinothiazo...